Dataset: the Open Reaction Database (ORD), a public repository of structured organic reaction records. Task: describe an organic reaction: reactants, conditions, products, and yield Procedure: The procedure of Example 1 is followed except that an equivalent amount of 3α, 7α, 12α-trihydroxy-5β-cholanoic acid (cholic acid) is substituted for the 3α, 7α-dihydroxy-5β-cholanoic acid, to yield 3α, 7β, 12α-trihydroxy-5β-cholanoic acid. As a reaction SMILES: [OH:1][C@@H:2]1[CH2:25][CH2:24][C@@:23]2([CH3:26])[C@H:4]([CH2:5][C@@H:6]([OH:29])[C@@H:7]3[C@@H:22]2[CH2:21][C@H:20]([OH:27])[C@@:19]2([CH3:28])[C@H:8]3[CH2:9][CH2:10][C@@H:11]2[C@H:12]([CH3:18])[CH2:13][CH2:14][C:15]([OH:17])=[O:16])[CH2:3]1.O[C@@H]1CC[C@@]2(C)[C@H](C[C@@H](O)[C@@H]3[C@@H]2CC[C@@]2(C)[C@H]3CC[C@@H]2[C@H](C)CCC(O)=O)C1>>[OH:1][C@@H:2]1[CH2:25][CH2:24][C@@:23]2([CH3:26])[C@H:4]([CH2:5][C@H:6]([OH:29])[C@@H:7]3[C@@H:22]2[CH2:21][C@H:20]([OH:27])[C@@:19]2([CH3:28])[C@H:8]3[CH2:9][CH2:10][C@@H:11]2[C@H:12]([CH3:18])[CH2:13][CH2:14][C:15]([OH:17])=[O:16])[CH2:3]1. Starting materials: O[C@H]1C[C@H]2C[C@H]([C@H]3[C@@H]4CC[C@H]([C@@H](CCC(=O)O)C)[C@]4([C@H](C[C@@H]3[C@]2(CC1)C)O)C)O (3α, 7α, 12α-trihydroxy-5β-cholanoic acid), O[C@H]1C[C@H]2C[C@H]([C@H]3[C@@H]4CC[C@H]([C@@H](CCC(=O)O)C)[C@]4(CC[C@@H]3[C@]2(CC1)C)C)O (3α, 7α-dihydroxy-5β-cholanoic acid). Yields the product O[C@H]1C[C@H]2C[C@@H]([C@H]3[C@@H]4CC[C@H]([C@@H](CCC(=O)O)C)[C@]4([C@H](C[C@@H]3[C@]2(CC1)C)O)C)O (3α, 7β, 12α-trihydroxy-5β-cholanoic acid). Reactants: FC(C=1C=C(C(=O)N2CCC3(C(N(CN3C3=CC=CC=C3)CCCO)=O)CC2)C=C(C1)C(F)(F)F)(F)F (8-(3,5-bis-trifluoromethyl-benzoyl)-3-(3-hydroxy-propyl)-1-phenyl-1,3,8-triaza-spiro[4.5]decan-4-one), CN1CCNCC1 (1-methylpiperazine). Product: FC(C=1C=C(C(=O)N2CCC3(C(N(CN3C3=CC=CC=C3)CCCN3CCN(CC3)C)=O)CC2)C=C(C1)C(F)(F)F)(F)F (8-(3,5-Bis-trifluoromethyl-benzoyl)-3-[3-(4-methyl-piperazin-1-yl)-propyl]-1-phenyl-1,3,8-triaza-spiro[4.5]decan-4-one). Reaction SMILES: [F:1][C:2]([F:37])([F:36])[C:3]1[CH:4]=[C:5]([CH:29]=[C:30]([C:32]([F:35])([F:34])[F:33])[CH:31]=1)[C:6]([N:8]1[CH2:28][CH2:27][C:11]2([N:15]([C:16]3[CH:21]=[CH:20][CH:19]=[CH:18][CH:17]=3)[CH2:14][N:13]([CH2:22][CH2:23][CH2:24]O)[C:12]2=[O:26])[CH2:10][CH2:9]1)=[O:7].[CH3:38][N:39]1[CH2:44][CH2:43][NH:42][CH2:41][CH2:40]1>>[F:33][C:32]([F:34])([F:35])[C:30]1[CH:29]=[C:5]([CH:4]=[C:3]([C:2]([F:37])([F:36])[F:1])[CH:31]=1)[C:6]([N:8]1[CH2:28][CH2:27][C:11]2([N:15]([C:16]3[CH:17]=[CH:18][CH:19]=[CH:20][CH:21]=3)[CH2:14][N:13]([CH2:22][CH2:23][CH2:24][N:42]3[CH2:43][CH2:44][N:39]([CH3:38])[CH2:40][CH2:41]3)[C:12]2=[O:26])[CH2:10][CH2:9]1)=[O:7]. Procedure details: The title compound, MS: m/e=612.2 (M+H+), was prepared in accordance with the general method of example 48 from 8-(3,5-bis-trifluoromethyl-benzoyl)-3-(3-hydroxy-propyl)-1-phenyl-1,3,8-triaza-spiro[4.5]decan-4-one and 1-methylpiperazine. Starting materials: CN1CCN(CC1)C(=O)C1=CC(=CC=C1)[N+](=O)[O-] ((4-methylpiperazin-1-yl)(3-nitrophenyl)methanone), C(C)[SiH](CC)CC (triethylsilane). The reagents and catalysts are [Pd] (Pd—C). Solvent: CO (MeOH). Conditions: time 25 minute. Product: NC=1C=C(C=CC1)C(=O)N1CCN(CC1)C ((3-aminophenyl)(4-methylpiperazin-1-yl)methanone). The yield is 85.0%. RXN SMILES: [CH3:1][N:2]1[CH2:7][CH2:6][N:5]([C:8]([C:10]2[CH:15]=[CH:14][CH:13]=[C:12]([N+:16]([O-])=O)[CH:11]=2)=[O:9])[CH2:4][CH2:3]1.C([SiH](CC)CC)C>CO.[Pd]>[NH2:16][C:12]1[CH:11]=[C:10]([C:8]([N:5]2[CH2:6][CH2:7][N:2]([CH3:1])[CH2:3][CH2:4]2)=[O:9])[CH:15]=[CH:14][CH:13]=1. Reported procedure: To a stirred solution of (4-methylpiperazin-1-yl)(3-nitrophenyl)methanone (5.5 g, 22.06 mmol) in MeOH (50 ml) was added Pd—C (10%, 0.470 g) followed by triethylsilane (14.10 ml, 88 mmol) (slow addition) at RT. The reaction mixture was stirred at same temperature for 25 min and filtered through celite, washed with methanol (50 ml). The Filtrate was concentrated under vacuum to get the title product (4.11 g). Reactants: C(C)OC(=O)C1=CN(C2=CC(=C(C=C2C1=O)F)C(CBr)=O)CC (7-bromoacetyl-1-ethyl-6-fluoro-1,4-dihydro-4-oxo-3-quinolinecarboxylic acid ethyl ester), C(C)(=O)OCCN(C(C)=O)CC(=S)N (2-[N-(2-acetoxyethyl)-N-acetylamino]thioacetamide). The solvent is C(C)O (ethanol). The product is C(C)OC(=O)C1=CN(C2=CC(=C(C=C2C1=O)F)C=1N=C(SC1)CN(C(C)=O)CCOC(C)=O)CC (1-ethyl-6-fluoro-1,4-dihydro-7-[2-[[N-(2-acetoxyethyl)-N-acetylamino]methyl]-4-thiazolyl]-4-oxo-3-quinolinecarboxylic acid ethyl ester). Reaction SMILES: [CH2:1]([O:3][C:4]([C:6]1[C:15](=[O:16])[C:14]2[C:9](=[CH:10][C:11]([C:18](=O)[CH2:19]Br)=[C:12]([F:17])[CH:13]=2)[N:8]([CH2:22][CH3:23])[CH:7]=1)=[O:5])[CH3:2].[C:24]([O:27][CH2:28][CH2:29][N:30]([CH2:34][C:35]([NH2:37])=[S:36])[C:31](=[O:33])[CH3:32])(=[O:26])[CH3:25]>C(O)C>[CH2:1]([O:3][C:4]([C:6]1[C:15](=[O:16])[C:14]2[C:9](=[CH:10][C:11]([C:18]3[N:37]=[C:35]([CH2:34][N:30]([CH2:29][CH2:28][O:27][C:24](=[O:26])[CH3:25])[C:31](=[O:33])[CH3:32])[S:36][CH:19]=3)=[C:12]([F:17])[CH:13]=2)[N:8]([CH2:22][CH3:23])[CH:7]=1)=[O:5])[CH3:2]. Procedure: According to example 30, by reacting 7-bromoacetyl-1-ethyl-6-fluoro-1,4-dihydro-4-oxo-3-quinolinecarboxylic acid ethyl ester with 2-[N-(2-acetoxyethyl)-N-acetylamino]thioacetamide in ethanol gave 1-ethyl-6-fluoro-1,4-dihydro-7-[2-[[N-(2-acetoxyethyl)-N-acetylamino]methyl]-4-thiazolyl]-4-oxo-3-quinolinecarboxylic acid ethyl ester, mp 148°-152° C., resolidified and melted 164°-165° C., which was hydrolyzed with refluxing 6N hydrochloric acid to afford the titled compound, mp 290° C. (dec). Starting materials: O=C(CCC1=CC=2N(C=C1)C(=CN2)C(=O)OCC)C (ethyl 7-(3-oxobutyl)imidazo[1,2-a]pyridine-3-carboxylate), [Li+].[OH-] (LiOH), C(CC(O)(C(=O)O)CC(=O)O)(=O)O (citric acid). The solvent is C1CCOC1.CO (THF MeOH). Conditions: temperature 60 celsius. Product: O=C(CCC1=CC=2N(C=C1)C(=CN2)C(=O)O)C (7-(3-oxobutyl)imidazo[1,2-a]pyridine-3-carboxylic acid). As a reaction SMILES: [O:1]=[C:2]([CH3:19])[CH2:3][CH2:4][C:5]1[CH:10]=[CH:9][N:8]2[C:11]([C:14]([O:16]CC)=[O:15])=[CH:12][N:13]=[C:7]2[CH:6]=1.[Li+].[OH-].C(O)(=O)CC(CC(O)=O)(C(O)=O)O>C1COCC1.CO>[O:1]=[C:2]([CH3:19])[CH2:3][CH2:4][C:5]1[CH:10]=[CH:9][N:8]2[C:11]([C:14]([OH:16])=[O:15])=[CH:12][N:13]=[C:7]2[CH:6]=1 |f:1.2,4.5|. Reported procedure: A stirring mixture of ethyl 7-(3-oxobutyl)imidazo[1,2-a]pyridine-3-carboxylate (85) (90 mg, 0.346 mmol) and 2N LiOH (0.5 mL) in THF:MeOH (4:1, 3 mL) was heated at 60° C. for 45 minutes. The reaction was cooled to room temperature and the pH was adjusted between 3-5 with 10% citric acid. The solvent was partially concentrated and the crude product was purified by reverse phase preparative HPLC to yield 7-(3-oxobutyl)imidazo[1,2-a]pyridine-3-carboxylic acid (86). MS m/z 233.08 (M+1)+. Reactants: ClC1=CC(=CC=C1)C(=O)OO (m-Chloroperbenzoic acid), COCOCC(=C)CC (2-methoxymethoxymethyl-1-butene). The solvent is C(Cl)Cl (methylene chloride). Conditions: time 8 hour. Yields the product C(C)C1(OC1)COCOC (2-ethyl-2-methoxymethoxymethyloxirane). Yield: 100.3%. RXN SMILES: ClC1C=CC=C(C(OO)=[O:9])C=1.[CH3:12][O:13][CH2:14][O:15][CH2:16][C:17]([CH2:19][CH3:20])=[CH2:18]>C(Cl)Cl>[CH2:19]([C:17]1([CH2:16][O:15][CH2:14][O:13][CH3:12])[CH2:18][O:9]1)[CH3:20]. Procedure: m-Chloroperbenzoic acid (143.7 g, 833 mmol) was gradually added to a solution of 2-methoxymethoxymethyl-1-butene (98 g, 757 mmol) prepared in Reference Example 206 in methylene chloride (8800 ml) while cooling in an ice-bath, and the mixture was stirred at room temperature overnight. The reaction mixture was washed with water, 10% sodium sulfide aqueous solution and sodium hydrogencarbonate aqueous solution, dried over sodium sulfate. After filtration, the filtrate was concentrated under reduced... The reactants are CC(=O)Nc1ccc(Br)cc1, ClCC(Cl)Cl, F[n+]1ccccc1, O=S(=O)([O-])C(F)(F)F. Yields the product CC(=O)Nc1ccc(Br)cc1F. As a reaction SMILES: [C:1]([CH3:2])(=[O:3])[NH:4][c:5]1[cH:6][cH:7][c:8]([Br:11])[cH:9][cH:10]1.[Cl:27][CH2:28][CH:29]([Cl:30])[Cl:31].[F:20][n+:21]1[cH:22][cH:23][cH:24][cH:25][cH:26]1.[S:12]([O-:13])([C:14]([F:15])([F:16])[F:17])(=[O:18])=[O:19]>>[C:1]([CH3:2])(=[O:3])[NH:4][c:5]1[c:6]([F:16])[cH:7][c:8]([Br:11])[cH:9][cH:10]1.